This data is from the Open Reaction Database (ORD), a public repository of structured organic reaction records. The task is: describe an organic reaction: reactants, conditions, products, and yield The reactants are CCOCCCN, CC#N, CCN(CCCOS(C)(=O)=O)Cc1c2ccccc2cc2ccccc12. The product is CCOCCCNCCCN(CC)Cc1c2ccccc2cc2ccccc12. As a reaction SMILES: [CH2:27]([CH3:28])[O:29][CH2:30][CH2:31][CH2:32][NH2:33].[CH3:34][C:35]#[N:36].[cH:1]1[cH:2][cH:3][cH:4][c:5]2[cH:6][c:7]3[cH:8][cH:9][cH:10][cH:11][c:12]3[c:13]([CH2:15][N:16]([CH2:17][CH2:18][CH2:19][O:20][S:21]([CH3:22])(=[O:23])=[O:24])[CH2:25][CH3:26])[c:14]12>>[cH:1]1[cH:2][cH:3][cH:4][c:5]2[cH:6][c:7]3[cH:8][cH:9][cH:10][cH:11][c:12]3[c:13]([CH2:15][N:16]([CH2:17][CH2:18][CH2:19][NH:33][CH2:32][CH2:31][CH2:30][O:29][CH2:27][CH3:28])[CH2:25][CH3:26])[c:14]12. The reactants are C(C)OC(=O)C1(CC1)C1=CC=C(C=C1)C1=CC=C(C=C1)C1=C(C(=NO1)C)NC1=NC(=CC=C1)Br (1-{4′-[4-(6-bromo-pyridin-2-ylamino)-3-methyl-isoxazol-5-yl]-biphenyl-4-yl}-cyclopropanecarboxylic acid ethyl ester), CC1(OB(OC1(C)C)C1=C(C=CC=C1)C(F)(F)F)C (4,4,5,5-tetramethyl-2-(2-trifluoromethyl-phenyl)-[1,3,2]dioxaborolane). Product: C(C)OC(=O)C1(CC1)C1=CC=C(C=C1)C1=CC=C(C=C1)C1=C(C(=NO1)C)NC1=NC(=CC=C1)C1=C(C=CC=C1)C(F)(F)F (1-(4′-{3-Methyl-4-[6-(2-trifluoromethyl-phenyl)-pyridin-2-ylamino]-isoxazol-5-yl}-biphenyl-4-yl)-cyclopropanecarboxylic acid ethyl ester). RXN SMILES: [CH2:1]([O:3][C:4]([C:6]1([C:9]2[CH:14]=[CH:13][C:12]([C:15]3[CH:20]=[CH:19][C:18]([C:21]4[O:25][N:24]=[C:23]([CH3:26])[C:22]=4[NH:27][C:28]4[CH:33]=[CH:32][CH:31]=[C:30](Br)[N:29]=4)=[CH:17][CH:16]=3)=[CH:11][CH:10]=2)[CH2:8][CH2:7]1)=[O:5])[CH3:2].CC1(C)C(C)(C)OB([C:43]2[CH:48]=[CH:47][CH:46]=[CH:45][C:44]=2[C:49]([F:52])([F:51])[F:50])O1>>[CH2:1]([O:3][C:4]([C:6]1([C:9]2[CH:14]=[CH:13][C:12]([C:15]3[CH:20]=[CH:19][C:18]([C:21]4[O:25][N:24]=[C:23]([CH3:26])[C:22]=4[NH:27][C:28]4[CH:33]=[CH:32][CH:31]=[C:30]([C:43]5[CH:48]=[CH:47][CH:46]=[CH:45][C:44]=5[C:49]([F:52])([F:51])[F:50])[N:29]=4)=[CH:17][CH:16]=3)=[CH:11][CH:10]=2)[CH2:8][CH2:7]1)=[O:5])[CH3:2]. Reported procedure: Prepared according to the procedure described in Example 1, Step 10, using 1-{4′-[4-(6-bromo-pyridin-2-ylamino)-3-methyl-isoxazol-5-yl]-biphenyl-4-yl}-cyclopropanecarboxylic acid ethyl ester and 4,4,5,5-tetramethyl-2-(2-trifluoromethyl-phenyl)-[1,3,2]dioxaborolane. Starting materials: BrC1=CC=C(CN2C(=NC3=C2C=CC(=C3)OCC3=NC2=CC=CC=C2C=C3)CC(C(=O)OCC)(C)C)C=C1 (ethyl 3-(1-(4-bromobenzyl)-5-(quinolin-2-ylmethoxy)-1H-benzo[d]imidazol-2-yl)-2,2-dimethylpropanoate), ClCC1=NC2=CC=C(C=C2C=C1)F (2-(chloromethyl)-6-fluoroquinoline). Product: BrC1=CC=C(CN2C(=NC3=C2C=CC(=C3)OCC3=NC2=CC=C(C=C2C=C3)F)CC(C(=O)O)(C)C)C=C1 (3-{1-(4-Bromobenzyl)-5-[(6-fluoroquinolin-2-yl)methoxy]-1H-benzimidazol-2-yl}-2,2-dimethylpropanoic acid). As a reaction SMILES: [Br:1][C:2]1[CH:38]=[CH:37][C:5]([CH2:6][N:7]2[C:11]3[CH:12]=[CH:13][C:14]([O:16][CH2:17][C:18]4[CH:27]=[CH:26][C:25]5[C:20](=[CH:21][CH:22]=[CH:23][CH:24]=5)[N:19]=4)=[CH:15][C:10]=3[N:9]=[C:8]2[CH2:28][C:29]([CH3:36])([CH3:35])[C:30]([O:32]CC)=[O:31])=[CH:4][CH:3]=1.ClCC1C=CC2C(=CC=C([F:51])C=2)N=1>>[Br:1][C:2]1[CH:38]=[CH:37][C:5]([CH2:6][N:7]2[C:11]3[CH:12]=[CH:13][C:14]([O:16][CH2:17][C:18]4[CH:27]=[CH:26][C:25]5[C:20](=[CH:21][CH:22]=[C:23]([F:51])[CH:24]=5)[N:19]=4)=[CH:15][C:10]=3[N:9]=[C:8]2[CH2:28][C:29]([CH3:36])([CH3:35])[C:30]([OH:32])=[O:31])=[CH:4][CH:3]=1. Reported procedure: The title compound was prepared with similar methods to those for ethyl 3-(1-(4-bromobenzyl)-5-(quinolin-2-ylmethoxy)-1H-benzo[d]imidazol-2-yl)-2,2-dimethylpropanoate using 2-(chloromethyl)-6-fluoroquinoline and similar methods described in Example 26. MS (ESI): mass calcd. for C29H25BrFN3O3, 561.11; m/z found, 562.0 [M+H]+. (500 MHz, CD3OD) δ 8.35 (d, J=8.6, 1H), 8.13-8.04 (m, 1H), 7.74 (d, J=8.6, 1H), 7.67-7.57 (m, 2H), 7.55-7.43 (m, 3H), 7.35 (d, J=2.2, 1H), 7.26 (dd, J=9.1, 2.4, 1H), 7.12 (d... Reactants: CCCCC(CCCC)c1ccncc1, CCCCC(CCCC)c1ccnc(N)c1. Yields the product CCCCC(CCCC)c1ccnc(-c2cc(C(CCCC)CCCC)ccn2)c1. Reaction SMILES: [CH3:17][CH2:18][CH2:19][CH2:20][CH:21]([CH2:22][CH2:23][CH2:24][CH3:25])[c:26]1[cH:27][cH:28][n:29][cH:30][cH:31]1.[NH2:1][c:2]1[n:3][cH:4][cH:5][c:6]([CH:8]([CH2:9][CH2:10][CH2:11][CH3:12])[CH2:13][CH2:14][CH2:15][CH3:16])[cH:7]1>>[c:2]1(-[c:28]2[cH:27][c:26]([CH:21]([CH2:20][CH2:19][CH2:18][CH3:17])[CH2:22][CH2:23][CH2:24][CH3:25])[cH:31][cH:30][n:29]2)[n:3][cH:4][cH:5][c:6]([CH:8]([CH2:9][CH2:10][CH2:11][CH3:12])[CH2:13][CH2:14][CH2:15][CH3:16])[cH:7]1. Reactants: CC(=O)OC(C)=O, COc1ccc(C2Sc3cc(C)ccc3N(CCN(C)Cc3ccccc3)C(=O)C2O)cc1, [O-][Cl+3]([O-])([O-])O, c1ccncc1. The product is COc1ccc(C2Sc3cc(C)ccc3N(CCN(C)Cc3ccccc3)C(=O)C2OC(C)=O)cc1. RXN SMILES: [CH3:39][C:40](=[O:41])[O:42][C:43](=[O:44])[CH3:45].[CH3:6][O:7][c:8]1[cH:9][cH:10][c:11]([CH:14]2[S:15][c:16]3[c:17]([cH:34][cH:35][c:36]([CH3:38])[cH:37]3)[N:18]([CH2:23][CH2:24][N:25]([CH3:26])[CH2:27][c:28]3[cH:29][cH:30][cH:31][cH:32][cH:33]3)[C:19](=[O:22])[CH:20]2[OH:21])[cH:12][cH:13]1.[Cl+3:1]([OH:2])([O-:3])([O-:4])[O-:5].[cH:46]1[cH:47][cH:48][n:49][cH:50][cH:51]1>>[CH3:6][O:7][c:8]1[cH:9][cH:10][c:11]([CH:14]2[S:15][c:16]3[c:17]([cH:34][cH:35][c:36]([CH3:38])[cH:37]3)[N:18]([CH2:23][CH2:24][N:25]([CH3:26])[CH2:27][c:28]3[cH:29][cH:30][cH:31][cH:32][cH:33]3)[C:19](=[O:22])[CH:20]2[O:21][C:40]([CH3:39])=[O:41])[cH:12][cH:13]1.